Dataset: the Open Reaction Database (ORD), a public repository of structured organic reaction records. Task: describe an organic reaction: reactants, conditions, products, and yield Starting materials: BrC(Br)(Br)Br, O=C(OCc1ccccc1)N1CC(O)C(CO)C1, CO, CN(C)C=O, ClCCl, [N-]=[N+]=[N-], [Na+], c1ccc(P(c2ccccc2)c2ccccc2)cc1. The product is [N-]=[N+]=NCC1CN(C(=O)OCc2ccccc2)CC1O. Reaction SMILES: [C:42]([Br:43])([Br:44])([Br:45])[Br:46].[CH2:1]([c:2]1[cH:3][cH:4][cH:5][cH:6][cH:7]1)[O:8][C:9](=[O:10])[N:11]1[CH2:12][CH:13]([CH2:17][OH:18])[CH:14]([OH:16])[CH2:15]1.[CH3:50][OH:51].[CH3:52][N:53]([CH3:54])[CH:55]=[O:56].[Cl:47][CH2:48][Cl:49].[N-:20]=[N+:21]=[N-:22].[Na+:19].[c:23]1([P:24]([c:25]2[cH:26][cH:27][cH:28][cH:29][cH:30]2)[c:31]2[cH:32][cH:33][cH:34][cH:35][cH:36]2)[cH:37][cH:38][cH:39][cH:40][cH:41]1>>[CH2:1]([c:2]1[cH:3][cH:4][cH:5][cH:6][cH:7]1)[O:8][C:9](=[O:10])[N:11]1[CH2:12][CH:13]([CH2:17][N:20]=[N+:21]=[N-:22])[CH:14]([OH:16])[CH2:15]1. The reactants are COC([C@@H](NC([C@@H](NC(=O)OC(C)(C)C)CC1=CC=C(C=C1)O)=O)[C@H](O)C)=O (Boc-L-tyrosyl-L-threonine methyl ester). Run in [OH-].[K+] (potassium hydroxide). Product: C(=O)(OC(C)(C)C)N[C@@H](CC1=CC=C(C=C1)O)C(=O)N[C@@H]([C@H](O)C)C(=O)O (Boc-L-tyrosyl-L-threonine). As a reaction SMILES: C[O:2][C:3](=[O:28])[C@H:4]([C@@H:25]([CH3:27])[OH:26])[NH:5][C:6](=[O:24])[C@H:7]([CH2:16][C:17]1[CH:22]=[CH:21][C:20]([OH:23])=[CH:19][CH:18]=1)[NH:8][C:9]([O:11][C:12]([CH3:15])([CH3:14])[CH3:13])=[O:10]>[OH-].[K+]>[C:9]([NH:8][C@H:7]([C:6]([NH:5][C@H:4]([C:3]([OH:28])=[O:2])[C@@H:25]([CH3:27])[OH:26])=[O:24])[CH2:16][C:17]1[CH:22]=[CH:21][C:20]([OH:23])=[CH:19][CH:18]=1)([O:11][C:12]([CH3:15])([CH3:14])[CH3:13])=[O:10] |f:1.2|. Procedure details: 19.6 Grams of Boc-L-tyrosyl-L-threonine methyl ester are dissolved in 75 ml of 2 M potassium hydroxide solution at room temperature. After 30 minutes the aqueous solution is extracted with 20 ml of ethyl acetate, acidified with cold 1 M potassium bisulfate, and extracted with four 25 ml portions of ethyl acetate. The combined extracts are washed with saturated sodium chloride solution, dried over sodium sulfate and filtered. The solvent is removed under reduced pressure to give Boc-L-tyrosyl-L-t... Starting materials: COC1=C2C(=CC(=C1N3C[C@@H]4CCCN[C@@H]4C3)F)C(=O)C(=CN2C5CC5)C(=O)O.O.Cl (moxifloxacin hydrochloride monohydrate). Solvent: C(C)O (ethanol). Reaction conditions: time 4 hour. Product: COC1=C2C(=CC(=C1N3C[C@@H]4CCCN[C@@H]4C3)F)C(=O)C(=CN2C5CC5)C(=O)O.Cl (moxifloxacin hydrochloride). Reaction SMILES: [CH3:1][O:2][C:3]1[C:8]([N:9]2[CH2:17][C@@H:16]3[C@@H:11]([CH2:12][CH2:13][CH2:14][NH:15]3)[CH2:10]2)=[C:7]([F:18])[CH:6]=[C:5]2[C:19]([C:21]([C:27]([OH:29])=[O:28])=[CH:22][N:23]([CH:24]3[CH2:26][CH2:25]3)[C:4]=12)=[O:20].O.[ClH:31]>C(O)C>[CH3:1][O:2][C:3]1[C:8]([N:9]2[CH2:17][C@@H:16]3[C@@H:11]([CH2:12][CH2:13][CH2:14][NH:15]3)[CH2:10]2)=[C:7]([F:18])[CH:6]=[C:5]2[C:19]([C:21]([C:27]([OH:29])=[O:28])=[CH:22][N:23]([CH:24]3[CH2:26][CH2:25]3)[C:4]=12)=[O:20].[ClH:31] |f:0.1.2,4.5|. Procedure details: 907.4 g of moxifloxacin hydrochloride monohydrate and 9070 ml of absolute ethanol (K.F.<0.1%) were failed into a 10 liter jacketed reactor and equipped with a mechanical stirrer, reflux condenser, and thermometer. The suspension was brought to reflux with stirring and was kept in those conditions for 4 hours. The temperature was then reduced to 20° C. and the solid was filtered out and washed with 900 ml of absolute ethanol. The filtered solid was then discharged and dried under vacuum (30 mmHg)... Starting materials: C(#N)C1C2CCC(C1)CC2 (2-cyanobicyclo[2.2.2]octane), BrCC1OCCO1 (2-bromomethyl-1,3-dioxolane), C(C)(C)NC(C)C (diisopropylamine), C(CCC)[Li] (n-butyllithium). Run in O1CCCC1 (tetrahydrofuran), O1CCCC1 (tetrahydrofuran), O1CCCC1 (tetrahydrofuran). Reaction conditions: temperature -78 celsius, time 30 minute. The product is C(#N)C1(C2CCC(C1)CC2)CC2OCCO2 (2-Cyano-2-(1,3-dioxolan-2-yl)methylbicyclo[2.2.2]octane). The yield is 59.6%. RXN SMILES: C(NC(C)C)(C)C.C([Li])CCC.[C:13]([CH:15]1[CH2:20][CH:19]2[CH2:21][CH2:22][CH:16]1[CH2:17][CH2:18]2)#[N:14].Br[CH2:24][CH:25]1[O:29][CH2:28][CH2:27][O:26]1>O1CCCC1>[C:13]([C:15]1([CH2:24][CH:25]2[O:29][CH2:28][CH2:27][O:26]2)[CH2:20][CH:19]2[CH2:21][CH2:22][CH:16]1[CH2:17][CH2:18]2)#[N:14]. Reported procedure: 84 ml of diisopropylamine are dissolved in 300 ml of absolute tetrahydrofuran. 39.9 ml of n-butyllithium (1.5 molar in hexane) are added at -20° C. under dry argon. After 30 minutes at room temperature, the mixture is cooled down to -78° C. and 8.1 g of 2-cyanobicyclo[2.2.2]octane in 30 ml of absolute tetrahydrofuran are stirred in, and, after 30 minutes at 0° C., the mixture is again cooled down to -78° C. and 10 g of 2-bromomethyl-1,3-dioxolane in 30 ml of tetrahydrofuran are added dropwise. T... The reactants are C(=S)(Cl)Cl (thiophosgene), C(C=C)OC=1C=C(C=CC1Cl)O (3-Allyloxy-4-chlorophenol). The solvent is C(Cl)(Cl)Cl (chloroform), [OH-].[Na+] (sodium hydroxide), O (water). Yields the product ClC(=S)OC1=CC(=C(C=C1)Cl)OCC=C (O-(3-allyloxy-4-chlorophenyl) chlorothioformate). As a reaction SMILES: [CH2:1]([O:4][C:5]1[CH:6]=[C:7]([OH:12])[CH:8]=[CH:9][C:10]=1[Cl:11])[CH:2]=[CH2:3].[C:13](Cl)([Cl:15])=[S:14]>[OH-].[Na+].O.C(Cl)(Cl)Cl>[Cl:15][C:13]([O:12][C:7]1[CH:8]=[CH:9][C:10]([Cl:11])=[C:5]([O:4][CH2:1][CH:2]=[CH2:3])[CH:6]=1)=[S:14] |f:2.3|. Procedure details: 3-Allyloxy-4-chlorophenol (35.0 g) was dissolved in a solution of 7.7 g of sodium hydroxide in 30 ml of water. To the solution, there was added with stirring a solution of 14.6 ml of thiophosgene in 55.0 ml of chloroform. The reaction mixture was allowed to stand for phase separation. The chloroform layer was separated and dried over anhydrous magnesium sulfate, and the solvent was distilled off. Reduced pressure distillation of the residue gave 33.0 g of O-(3-allyloxy-4-chlorophenyl) chlorothio...